This data is from the Open Reaction Database (ORD), a public repository of structured organic reaction records. The task is: describe an organic reaction: reactants, conditions, products, and yield The reactants are CCCCCC.C(C)(=O)OCC (hexane ethyl acetate), C(C)(=O)OC(CBr)(C)C (bromo-tert-butyl acetate), Cl.COC([C@@H](N)CC(C)C)=O ((S)-leucine methyl ester hydrochloride), C(C)(C)N(CC)C(C)C (diisopropylethyl amine). The solvent is C(C)#N (acetonitrile). Reaction conditions: temperature 60 celsius. Product: COC([C@@H](N(C(C)(C)C)C(C)=O)CC(C)C)=O (N-tert-butyl acetyl-(S)-leucine methyl ester). As a reaction SMILES: C(O[C:5]([CH3:9])([CH3:8])[CH2:6]Br)(=O)C.Cl.[CH3:11][O:12][C:13](=[O:20])[C@H:14]([CH2:16][CH:17]([CH3:19])[CH3:18])[NH2:15].C(N(C(C)C)CC)(C)C.CCCCCC.[C:36](OCC)(=[O:38])[CH3:37]>C(#N)C>[CH3:11][O:12][C:13](=[O:20])[C@H:14]([CH2:16][CH:17]([CH3:19])[CH3:18])[N:15]([C:36](=[O:38])[CH3:37])[C:5]([CH3:9])([CH3:8])[CH3:6] |f:1.2,4.5|. Procedure details: A solution of bromo-tert-butyl acetate (44.4 mL, 0.275 mol), (S)-leucine methyl ester hydrochloride (50 g, 0.275 mol) and diisopropylethyl amine (191 mL, 1.1 mol) in acetonitrile (400 mL) was stirred at room temperature for 16 hrs and heated at 60° C. for 4 hrs. After completion of the reaction (TLC, hexane-ethyl acetate, 9:1) a small aliquot (5 mL) was taken out and acetonitrile was removed under reduced pressure. Ethyl acetate (100 mL) was added and the solution was washed with water (2×100 mL... Reactants: Cc1c(Br)ccc(N)c1C1=NOCC1, CC(=O)O, Cl[Cu]Cl, Cl, O=N[O-], [Na+], O=S=O, O. The product is Cc1c(Br)ccc(S(=O)(=O)Cl)c1C1=NOCC1. RXN SMILES: [Br:1][c:2]1[c:3]([CH3:14])[c:4]([C:9]2=[N:10][O:11][CH2:12][CH2:13]2)[c:5]([NH2:6])[cH:7][cH:8]1.[CH3:23][C:24](=[O:25])[OH:26].[Cl:28][Cu:29][Cl:30].[ClH:15].[N:16]([O-:17])=[O:18].[Na+:19].[O:20]=[S:21]=[O:22].[OH2:27]>>[Br:1][c:2]1[c:3]([CH3:14])[c:4]([C:9]2=[N:10][O:11][CH2:12][CH2:13]2)[c:5]([S:21]([Cl:15])(=[O:20])=[O:22])[cH:7][cH:8]1. The reactants are ClC1=NC=CC=N1 (2-chloropyrimidine), FC1=CC=C(C=C1)CN1C(=NC2=C1C=CC=C2)CC2CCN(CC2)CCN (4-[[1-[(4-fluorophenyl)methyl]-1H-benzimidazol-2-yl]methyl]-1-piperidineethanamine), C([O-])([O-])=O.[Na+].[Na+] (sodium carbonate), [I-].[K+] (potassium iodide). Run in CN(C=O)C (N,N-dimethylformamide), O (Water). Conditions: time 8 hour. The product is FC1=CC=C(C=C1)CN1C(=NC2=C1C=CC=C2)CC2CCN(CC2)CCNC2=NC=CC=N2 (N-[2-[4-[[1-[(4-fluorophenyl)methyl]-1H-benzimidazol-2-yl]methyl]-1-piperidinyl]ethyl]-2-pyrimidinamine). Yield: 40.0%. As a reaction SMILES: Cl[C:2]1[N:7]=[CH:6][CH:5]=[CH:4][N:3]=1.[F:8][C:9]1[CH:14]=[CH:13][C:12]([CH2:15][N:16]2[C:20]3[CH:21]=[CH:22][CH:23]=[CH:24][C:19]=3[N:18]=[C:17]2[CH2:25][CH:26]2[CH2:31][CH2:30][N:29]([CH2:32][CH2:33][NH2:34])[CH2:28][CH2:27]2)=[CH:11][CH:10]=1.C(=O)([O-])[O-].[Na+].[Na+].[I-].[K+]>O.CN(C)C=O>[F:8][C:9]1[CH:14]=[CH:13][C:12]([CH2:15][N:16]2[C:20]3[CH:21]=[CH:22][CH:23]=[CH:24][C:19]=3[N:18]=[C:17]2[CH2:25][CH:26]2[CH2:27][CH2:28][N:29]([CH2:32][CH2:33][NH:34][C:2]3[N:7]=[CH:6][CH:5]=[CH:4][N:3]=3)[CH2:30][CH2:31]2)=[CH:11][CH:10]=1 |f:2.3.4,5.6|. Reported procedure: A mixture of 1.7 parts of 2-chloropyrimidine, 5.5 parts of 4-[[1-[(4-fluorophenyl)methyl]-1H-benzimidazol-2-yl]methyl]-1-piperidineethanamine, 2.12 parts of sodium carbonate, 0.1 parts of potassium iodide and 90 parts of N,N-dimethylformamide was stirred overnight at 60°-70° C. Water was added and the product was extracted with 4-methyl-2-pentanone. The extract was dried, filtered and evaporated. The residue was purified by column chromatography over silica gel using a mixture of trichloromethan... Starting materials: C[Si]([N-][Si](C)(C)C)(C)C.[Li+] (Lithium hexamethyl disilazide), C(C1=CC=CC=C1)N1C(=NC2=CC(=CC=C2C1=O)Cl)C (3-Benzyl-7-chloro-2-methylquinazolin-4 (3H)-one), CN(C(=O)Cl)C (Dimethylcarbamyl chloride). The solvent is O1CCCC1 (tetrahydrofuran). Conditions: temperature -78 celsius, time 45 minute. Yields the product C(C1=CC=CC=C1)N1C(=NC2=CC(=CC=C2C1=O)Cl)CC(=O)N(C)C (2-(3-benzyl-7-chloro-4-oxo-3,4-dihydroquinazolin-2-yl)-N,N-dimethylacetamide). As a reaction SMILES: [CH2:1]([N:8]1[C:17](=[O:18])[C:16]2[C:11](=[CH:12][C:13]([Cl:19])=[CH:14][CH:15]=2)[N:10]=[C:9]1[CH3:20])[C:2]1[CH:7]=[CH:6][CH:5]=[CH:4][CH:3]=1.C[Si](C)(C)[N-][Si](C)(C)C.[Li+].[CH3:31][N:32]([CH3:36])[C:33](Cl)=[O:34]>O1CCCC1>[CH2:1]([N:8]1[C:17](=[O:18])[C:16]2[C:11](=[CH:12][C:13]([Cl:19])=[CH:14][CH:15]=2)[N:10]=[C:9]1[CH2:20][C:33]([N:32]([CH3:36])[CH3:31])=[O:34])[C:2]1[CH:3]=[CH:4][CH:5]=[CH:6][CH:7]=1 |f:1.2|. Reported procedure: 3-Benzyl-7-chloro-2-methylquinazolin-4 (3H)-one (2 g, 1 eq.) was dissolved in tetrahydrofuran (20 ml). The solution was cooled to −78° C. for 15 minutes. Lithium hexamethyl disilazide (LHMDS) was added slowly and the mixture was stirred at −78° C. for 45 minutes. Dimethylcarbamyl chloride was added and the mixture was stirred at −78° C. for 1 h. The reaction was allowed to warm to room temperature and stirred for 3 h. The solvent was evaporated and the resulting solid was dissolved in ethyl acet... The reactants are O=C([O-])[O-], CCN(CCOS(=O)(=O)c1ccc(C)cc1)S(=O)(=O)c1cccc2cnccc12, CCCCCCN, ClCCl, [K+], [K+], C1COCCO1. The product is CCCCCCNCCN(CC)S(=O)(=O)c1cccc2cnccc12. RXN SMILES: [C:37](=[O:38])([O-:39])[O-:40].[CH2:1]([CH3:2])[N:3]([S:4](=[O:5])(=[O:6])[c:7]1[c:8]2[cH:9][cH:10][n:11][cH:12][c:13]2[cH:14][cH:15][cH:16]1)[CH2:17][CH2:18][O:19][S:20]([c:21]1[cH:22][cH:23][c:24]([CH3:25])[cH:26][cH:27]1)(=[O:28])=[O:29].[CH2:30]([CH2:31][CH2:32][CH2:33][CH2:34][CH3:35])[NH2:36].[Cl:49][CH2:50][Cl:51].[K+:41].[K+:42].[O:43]1[CH2:44][CH2:45][O:46][CH2:47][CH2:48]1>>[CH2:1]([CH3:2])[N:3]([S:4](=[O:5])(=[O:6])[c:7]1[c:8]2[cH:9][cH:10][n:11][cH:12][c:13]2[cH:14][cH:15][cH:16]1)[CH2:17][CH2:18][NH:36][CH2:30][CH2:31][CH2:32][CH2:33][CH2:34][CH3:35].